Dataset: the Open Reaction Database (ORD), a public repository of structured organic reaction records. Task: describe an organic reaction: reactants, conditions, products, and yield Reactants: C(CCCCC)(=O)OC (Methyl caproate), C[O-].[Na+] (sodium methylate), [C]=O (carbon monoxide), COC(C(CCCC)C=O)=O (2-formylcaproic acid methyl ester), sodium enolate, ClCCCCBr (4-chlorobutyl bromide). Run in CO (methanol), CC(=O)N(C)C (dimethylacetamide). Reaction conditions: time 5 hour. Product: COC(C(=COCCCCCl)CCCC)=O (3-(4-chlorobutoxy)-2-butyl-acrylic acid methyl ester). Isolated yield 60.0%. RXN SMILES: C(OC)(=O)CCCCC.C[O-].[Na+].[C]=O.[CH3:15][O:16][C:17](=[O:25])[CH:18]([CH:23]=[O:24])[CH2:19][CH2:20][CH2:21][CH3:22].[Cl:26][CH2:27][CH2:28][CH2:29][CH2:30]Br>CC(N(C)C)=O.CO>[CH3:15][O:16][C:17](=[O:25])[C:18]([CH2:19][CH2:20][CH2:21][CH3:22])=[CH:23][O:24][CH2:30][CH2:29][CH2:28][CH2:27][Cl:26] |f:1.2,^3:12|. Reported procedure: 162.5 g Methyl caproate (1.25 mole), 28 g 96% sodium methylate (0.5 mole), and 10 ml methanol were reacted with carbon monoxide in the manner described in Example 4, and approximately 100 g crude sodium enolate of 2-formylcaproic acid methyl ester was obtained as an evaporation residue. It was suspended in 180 ml dimethylacetamide and mixed with 103 g 4-chlorobutyl bromide. The mixture was stirred about 4-6 hours at 65°-70° C., and worked up in a manner analogous to the procedure of Example 5. 7...